The task is: describe an organic reaction: reactants, conditions, products, and yield. This data is from the Open Reaction Database (ORD), a public repository of structured organic reaction records. Starting materials: S1C(=NC2=C1C=CC=C2)N(CC2=CC=CC=C2)CCO (2-(N-(2-benzothiazolyl)-N-benzylamino)ethanol), FC1=CC=C(C=O)C=C1 (4-fluorobenzaldehyde). Yields the product S1C(=NC2=C1C=CC=C2)N(CC2=CC=CC=C2)CCOC2=CC=C(C=O)C=C2 (4-(2-(N-(2-Benzothiazolyl)-N-benzylamino)ethoxy)-benzaldehyde). As a reaction SMILES: [S:1]1[C:5]2[CH:6]=[CH:7][CH:8]=[CH:9][C:4]=2[N:3]=[C:2]1[N:10]([CH2:18][CH2:19][OH:20])[CH2:11][C:12]1[CH:17]=[CH:16][CH:15]=[CH:14][CH:13]=1.F[C:22]1[CH:29]=[CH:28][C:25]([CH:26]=[O:27])=[CH:24][CH:23]=1>>[S:1]1[C:5]2[CH:6]=[CH:7][CH:8]=[CH:9][C:4]=2[N:3]=[C:2]1[N:10]([CH2:18][CH2:19][O:20][C:22]1[CH:29]=[CH:28][C:25]([CH:26]=[O:27])=[CH:24][CH:23]=1)[CH2:11][C:12]1[CH:17]=[CH:16][CH:15]=[CH:14][CH:13]=1. Procedure details: The title compound was prepared from 2-(N-(2-benzothiazolyl)-N-benzylamino)ethanol (8.25 g) and 4-fluorobenzaldehyde (3.6 g) by an analogous procedure to that described in Preparation 22. Reactants: COC(=O)c1scnc1N, Cl, O=N[O-], [Na+], Cl[Sn]Cl. Yields the product COC(=O)c1scnc1NN. As a reaction SMILES: [CH3:5][O:6][C:7](=[O:8])[c:9]1[c:10]([NH2:14])[n:11][cH:12][s:13]1.[ClH:18].[N:1]([O-:2])=[O:3].[Na+:4].[Sn:15]([Cl:16])[Cl:17]>>[NH2:1][NH:14][c:10]1[c:9]([C:7]([O:6][CH3:5])=[O:8])[s:13][cH:12][n:11]1. Reactants: ClC(=O)OC(Cl)(Cl)Cl (tricloromethyl chloroformate), FC1(C(C1)OC1=CC=C(N)C=C1)F (4-(2,2-Difluorocyclopropyloxy)aniline), ClC1=CC=C(C=C1)C1=NNCC1C1=CC=C(C=C1)Cl (3,4-bis-(4-chlorophenyl)-4,5-dihydropyrazole). Run in O1CCOCC1 (dioxane), ClCCl (dichloromethane). Reaction conditions: temperature 100 celsius. Yields the product ClC1=CC=C(C=C1)C1=NN(CC1C1=CC=C(C=C1)Cl)C(=O)NC1=CC=C(C=C1)OC1C(C1)(F)F (3,4-Bis-(4-Chlorophenyl)-N-[4-(2,2-difluorocyclopropyloxy)phenyl]-4,5-dihydropyrazole-1carboxamide). Reaction SMILES: [F:1][C:2]1([F:13])[CH2:4][CH:3]1[O:5][C:6]1[CH:12]=[CH:11][C:9]([NH2:10])=[CH:8][CH:7]=1.Cl[C:15](OC(Cl)(Cl)Cl)=[O:16].[Cl:22][C:23]1[CH:28]=[CH:27][C:26]([C:29]2[CH:33]([C:34]3[CH:39]=[CH:38][C:37]([Cl:40])=[CH:36][CH:35]=3)[CH2:32][NH:31][N:30]=2)=[CH:25][CH:24]=1>O1CCOCC1.ClCCl>[Cl:22][C:23]1[CH:24]=[CH:25][C:26]([C:29]2[CH:33]([C:34]3[CH:39]=[CH:38][C:37]([Cl:40])=[CH:36][CH:35]=3)[CH2:32][N:31]([C:15]([NH:10][C:9]3[CH:11]=[CH:12][C:6]([O:5][CH:3]4[CH2:4][C:2]4([F:13])[F:1])=[CH:7][CH:8]=3)=[O:16])[N:30]=2)=[CH:27][CH:28]=1. Reported procedure: 4-(2,2-Difluorocyclopropyloxy)aniline was dissolved in dioxane (10 ml) and treated with tricloromethyl chloroformate (0.6 ml). The mixture was heated at 100° C. for 3 hours whilst excluding moisture. The mixture was then cooled to room temperature and 3,4-bis-(4-chlorophenyl)-4,5-dihydropyrazole (2.64 g; 9 mmol), dissolved in dichloromethane (30 ml), was added with stirring. After 3 hours the reaction mixture was concentrated and the residue chromatographed on silica gel. Starting materials: CN1C=NC2=C(C1=O)C(=NC(=C2)C2=CC=C(C=C2)N2CCOCC2)N[C@H]2CNCC2 ((R)-3-methyl-7-(4-morpholinophenyl)-5-(pyrrolidin-3-ylamino)pyrido[4,3-d]pyrimidin-4(3H)-one), O([K])C#N (KOCN), Cl (HCl). The solvent is CO (methanol). Run at time 8 hour. Product: CN1C=NC2=C(C1=O)C(=NC(=C2)C2=CC=C(C=C2)N2CCOCC2)N[C@H]2CN(CC2)C(=O)N ((R)-3-(3-methyl-7-(4-morpholinophenyl)-4-oxo-3,4-dihydropyrido[4,3-d]pyrimidin-5-ylamino)pyrrolidine-1-carboxamide). As a reaction SMILES: [CH3:1][N:2]1[C:7](=[O:8])[C:6]2[C:9]([NH:25][C@@H:26]3[CH2:30][CH2:29][NH:28][CH2:27]3)=[N:10][C:11]([C:13]3[CH:18]=[CH:17][C:16]([N:19]4[CH2:24][CH2:23][O:22][CH2:21][CH2:20]4)=[CH:15][CH:14]=3)=[CH:12][C:5]=2[N:4]=[CH:3]1.[O:31]([C:33]#[N:34])[K].Cl>CO>[CH3:1][N:2]1[C:7](=[O:8])[C:6]2[C:9]([NH:25][C@@H:26]3[CH2:30][CH2:29][N:28]([C:33]([NH2:34])=[O:31])[CH2:27]3)=[N:10][C:11]([C:13]3[CH:18]=[CH:17][C:16]([N:19]4[CH2:24][CH2:23][O:22][CH2:21][CH2:20]4)=[CH:15][CH:14]=3)=[CH:12][C:5]=2[N:4]=[CH:3]1. Procedure: To a solution of (R)-3-methyl-7-(4-morpholinophenyl)-5-(pyrrolidin-3-ylamino)pyrido[4,3-d]pyrimidin-4(3H)-one (8.0 mg, 0.0197 mmol) in methanol (0.2 mL) were added KOCN (2.9 mg, 0.0354 mmol) and 1N aqueous HCl solution (19.7 μL, 0.0197 mmol). The reaction mixture was stirred at room temperature overnight, evaporated under vacuo, and purified by preparatory LC/MS to provide the title compound; HPLC-MS calculated for C23H27N7O3 (M+H+) 450.2, found 450.2. Starting materials: COc1ccc(CCCCCCCCC(=O)O)cc1, ClCCl, O=S(Cl)Cl. The product is COc1ccc(CCCCCCCCC(=O)Cl)cc1. As a reaction SMILES: [CH3:1][O:2][c:3]1[cH:4][cH:5][c:6]([CH2:9][CH2:10][CH2:11][CH2:12][CH2:13][CH2:14][CH2:15][CH2:16][C:17](=[O:18])[OH:19])[cH:7][cH:8]1.[Cl:24][CH2:25][Cl:26].[S:20]([Cl:21])([Cl:22])=[O:23]>>[CH3:1][O:2][c:3]1[cH:4][cH:5][c:6]([CH2:9][CH2:10][CH2:11][CH2:12][CH2:13][CH2:14][CH2:15][CH2:16][C:17](=[O:19])[Cl:22])[cH:7][cH:8]1. Starting materials: O=C([O-])[O-], Cc1nccs1, Clc1ccccc1I, Cl, [Cs+], [Cs+], CC(=O)[O-], CC(=O)[O-], CN(C)C=O, [Pd+2], c1ccc(P(c2ccccc2)c2ccccc2)cc1. Product: Cc1ncc(-c2ccccc2Cl)s1. RXN SMILES: [C:34](=[O:35])([O-:36])[O-:37].[CH3:9][c:10]1[s:11][cH:12][cH:13][n:14]1.[Cl:1][c:2]1[c:3]([I:8])[cH:4][cH:5][cH:6][cH:7]1.[ClH:45].[Cs+:38].[Cs+:39].[O-:47][C:48]([CH3:49])=[O:50].[O-:51][C:52]([CH3:53])=[O:54].[O:40]=[CH:41][N:42]([CH3:43])[CH3:44].[Pd+2:46].[c:15]1([P:16]([c:17]2[cH:18][cH:19][cH:20][cH:21][cH:22]2)[c:23]2[cH:24][cH:25][cH:26][cH:27][cH:28]2)[cH:29][cH:30][cH:31][cH:32][cH:33]1>>[Cl:1][c:2]1[c:3](-[c:12]2[s:11][c:10]([CH3:9])[n:14][cH:13]2)[cH:4][cH:5][cH:6][cH:7]1. The reactants are CC(Br)C(=O)Br, CC(C)(N)C(=O)O, ClC(Cl)Cl, [Na+], [OH-], O. Yields the product CC(Br)C(=O)NC(C)(C)C(=O)O. As a reaction SMILES: [Br:11][CH:12]([C:13](=[O:14])[Br:15])[CH3:16].[CH3:1][C:2]([CH3:3])([NH2:4])[C:5]([OH:6])=[O:7].[CH:17]([Cl:18])([Cl:19])[Cl:20].[Na+:9].[OH-:8].[OH2:10]>>[CH3:1][C:2]([CH3:3])([NH:4][C:13]([CH:12]([Br:11])[CH3:16])=[O:14])[C:5]([OH:6])=[O:7]. Starting materials: CC1=NC=C(C(=N1)N)CN1CCC(=CC1)\C=C\C1=CC=CC=C1 ((E)-2-methyl-5-(4-styryl-3,6-dihydro-2H-pyridin-1-ylmethyl)-pyrimidin-4-ylamine), Cl (hydrochloric acid). Run in CO.ClCCl (methanol dichloromethane). Product: Cl.CC1=NC=C(C(=N1)N)CN1CCC(=CC1)\C=C\C1=CC=CC=C1 ((E)-2-methyl-5-(4-styryl-3,6-dihydro-2H-pyridin-1-ylmethyl)-pyrimidin-4-ylamine hydrochloride). The yield is 53.7%. RXN SMILES: [CH3:1][C:2]1[N:7]=[C:6]([NH2:8])[C:5]([CH2:9][N:10]2[CH2:15][CH:14]=[C:13](/[CH:16]=[CH:17]/[C:18]3[CH:23]=[CH:22][CH:21]=[CH:20][CH:19]=3)[CH2:12][CH2:11]2)=[CH:4][N:3]=1.[ClH:24]>CO.ClCCl>[ClH:24].[CH3:1][C:2]1[N:7]=[C:6]([NH2:8])[C:5]([CH2:9][N:10]2[CH2:11][CH:12]=[C:13](/[CH:16]=[CH:17]/[C:18]3[CH:19]=[CH:20][CH:21]=[CH:22][CH:23]=3)[CH2:14][CH2:15]2)=[CH:4][N:3]=1 |f:2.3,4.5|. Reported procedure: A solution of 0.077 g (0.00025 mol) of (E)-2-methyl-5-(4-styryl-3,6-dihydro-2H-pyridin-1-ylmethyl)-pyrimidin-4-ylamine in 30 ml of methanol/dichloromethane 1:1 was treated with 0.07 ml (0.00026 mol) of 3.5N ethanolic hydrochloric acid. The solution was completely freed from the solvents and recrystallized from ethanol/diethyl ether. 0.046 g (54%) of (E)-2-methyl-5-(4-styryl-3,6-dihydro-2H-pyridin-1-ylmethyl)-pyrimidin-4-ylamine hydrochloride (1:1.2) was obtained as yellowish crystals; m.p. 185°-... The reactants are C(C)(C)N(CC)C(C)C (N,N-diisopropyl-N-ethyl-amine), C(C1=CC=CC=C1)OC([C@H](CCCCNC(=O)OCC1=CC=CC=C1)N)=O ((S)-2-amino-6-benzyloxycarbonylamino-hexanoic acid benzyl ester), BrCC1=CC=C(C=C1)C1=C(C=CC=C1)C1=NN=NN1C(C1=CC=CC=C1)(C1=CC=CC=C1)C1=CC=CC=C1 (4-bromomethyl-2'-(1-triphenylmethyl-1H-tetrazol-5-yl)-biphenyl). The solvent is CN(C=O)C (N,N-dimethylformamide). Run at time 30 minute. Yields the product C(C1=CC=CC=C1)OC(=O)[C@H](CCCC(C(=O)OCC1=CC=CC=C1)N)NCC1=CC=C(C=C1)C1=C(C=CC=C1)C1=NN=NN1C(C1=CC=CC=C1)(C1=CC=CC=C1)C1=CC=CC=C1 ((S)-N-(1-benzyloxycarbonyl-5-benzyloxycarbonyl-amino-pent-1-yl)-N-[2'-(1-triphenylmethyl-1H-tetrazol-5-yl)biphenyl-4-ylmethyl]-amine). Reaction SMILES: [CH2:1]([O:8][C:9](=[O:27])[C@@H:10]([NH2:26])[CH2:11][CH2:12][CH2:13][CH2:14][NH:15]C(OCC1C=CC=CC=1)=O)[C:2]1[CH:7]=[CH:6][CH:5]=[CH:4][CH:3]=1.C(N([CH:34]([CH3:36])[CH3:35])CC)(C)C.Br[CH2:38][C:39]1[CH:44]=[CH:43][C:42]([C:45]2[CH:50]=[CH:49][CH:48]=[CH:47][C:46]=2[C:51]2[N:55]([C:56]([C:69]3[CH:74]=[CH:73][CH:72]=[CH:71][CH:70]=3)([C:63]3[CH:68]=[CH:67][CH:66]=[CH:65][CH:64]=3)[C:57]3[CH:62]=[CH:61][CH:60]=[CH:59][CH:58]=3)[N:54]=[N:53][N:52]=2)=[CH:41][CH:40]=1>CN(C)C=O>[CH2:1]([O:8][C:9]([C@@H:14]([NH:15][CH2:38][C:39]1[CH:44]=[CH:43][C:42]([C:45]2[CH:50]=[CH:49][CH:48]=[CH:47][C:46]=2[C:51]2[N:55]([C:56]([C:69]3[CH:74]=[CH:73][CH:72]=[CH:71][CH:70]=3)([C:63]3[CH:68]=[CH:67][CH:66]=[CH:65][CH:64]=3)[C:57]3[CH:62]=[CH:61][CH:60]=[CH:59][CH:58]=3)[N:54]=[N:53][N:52]=2)=[CH:41][CH:40]=1)[CH2:13][CH2:12][CH2:11][CH:10]([NH2:26])[C:9]([O:8][CH2:1][C:2]1[CH:3]=[CH:4][CH:5]=[CH:6][CH:7]=1)=[O:27])=[O:27])[C:35]1[CH:34]=[CH:36][CH:7]=[CH:2][CH:3]=1. Procedure details: 5.0 g of (S)-2-amino-6-benzyloxycarbonylamino-hexanoic acid benzyl ester are dissolved in 250 ml of N,N-dimethylformamide. The solution is treated with 4.33 ml of N,N-diisopropyl-N-ethyl-amine, and the mixture is warmed to 80°, stirred for 30 minutes, treated with 4.44 g of 4-bromomethyl-2'-(1-triphenylmethyl-1H-tetrazol-5-yl)-biphenyl, stirred for 16 hours at 80° and then evaporated. The residue is worked up using water and ethyl acetate. The organic phase is dried and purified by means of flas... Reactants: C(C)N(C1=CC=C(C=O)C=C1)CC (p-diethylaminobenzaldehyde), CC(=O)C (acetone), [OH-].[Na+] (NaOH). Run in C(C)O (ethanol). Yields the product C(C)N(C1=CC=C(C=CC(=O)C=CC2=CC=C(C=C2)N(CC)CC)C=C1)CC (1,3-bis(4'-diethylaminobenzal)acetone). The yield is 41.0%. Reaction SMILES: [CH2:1]([N:3]([CH2:12][CH3:13])[C:4]1[CH:11]=[CH:10][C:7]([CH:8]=O)=[CH:6][CH:5]=1)[CH3:2].[CH3:14][C:15]([CH3:17])=[O:16].[OH-].[Na+]>C(O)C>[CH2:1]([N:3]([CH2:12][CH3:13])[C:4]1[CH:11]=[CH:10][C:7]([CH:8]=[CH:14][C:15]([CH:17]=[CH:8][C:7]2[CH:10]=[CH:11][C:4]([N:3]([CH2:1][CH3:2])[CH2:12][CH3:13])=[CH:5][CH:6]=2)=[O:16])=[CH:6][CH:5]=1)[CH3:2] |f:2.3|. Reported procedure: In 25 ml of anhydrous ethanol were dissolved 17.7 g of p-diethylaminobenzaldehyde and 2.9 g of acetone, and 1.5 ml of 10% aqueous NaOH was added dropwise to the resulting solution, after which the resulting mixture was subjected to reaction under reflux for 8 hours. The reaction mixture was cooled, and the crystals thus precipitated were collected by filtration and then recrystallized from toluene, to obtain 7.7 g of 1,3-bis(4'-diethylaminobenzal)acetone (m.p. 168° C.).